This data is from the Open Reaction Database (ORD), a public repository of structured organic reaction records. The task is: describe an organic reaction: reactants, conditions, products, and yield Starting materials: B, CC(C)(C)OC(=O)N1CCC(O)C1C(=O)O, CSC, Cl, [Na+], C1CCOC1, [OH-]. The product is CC(C)(C)OC(=O)N1CCC(O)C1CO. As a reaction SMILES: [BH3:20].[C:1]([CH3:2])([CH3:3])([CH3:4])[O:5][C:6](=[O:7])[N:8]1[CH:9]([C:14](=[O:15])[OH:16])[CH:10]([OH:13])[CH2:11][CH2:12]1.[CH3:17][S:18][CH3:19].[ClH:21].[Na+:28].[O:22]1[CH2:23][CH2:24][CH2:25][CH2:26]1.[OH-:27]>>[C:1]([CH3:2])([CH3:3])([CH3:4])[O:5][C:6](=[O:7])[N:8]1[CH:9]([CH2:14][OH:15])[CH:10]([OH:13])[CH2:11][CH2:12]1. Solvent: C1CCOC1 (THF), C1CCOC1 (THF). Reactants: C(C1=CC=CC=C1)N1CCC(CCC1)(CC(=O)OCC)CC(=O)OCC (Diethyl 2,2′-(1-benzylazepane-4,4-diyl)diacetate), [H-].[H-].[H-].[H-].[Li+].[Al+3] (LAH). RXN SMILES: [CH2:1]([N:8]1[CH2:14][CH2:13][CH2:12][C:11]([CH2:21][C:22](OCC)=[O:23])([CH2:15][C:16](OCC)=[O:17])[CH2:10][CH2:9]1)[C:2]1[CH:7]=[CH:6][CH:5]=[CH:4][CH:3]=1.[H-].[H-].[H-].[H-].[Li+].[Al+3]>C1COCC1>[CH2:1]([N:8]1[CH2:14][CH2:13][CH2:12][C:11]([CH2:15][CH2:16][OH:17])([CH2:21][CH2:22][OH:23])[CH2:10][CH2:9]1)[C:2]1[CH:3]=[CH:4][CH:5]=[CH:6][CH:7]=1 |f:1.2.3.4.5.6|. Product: C(C1=CC=CC=C1)N1CCC(CCC1)(CCO)CCO (2,2′-(1-Benzylazepane-4,4-diyl)diethanol). Run at time 20 hour. Procedure: Diethyl 2,2′-(1-benzylazepane-4,4-diyl)diacetate (1.0 g, 2.77 mmol, 1.0 eq.) in THF (10 ml) was added to a suspension of LAH (315 mg, 8.3 mmol, 3.0 eq.) in THF (40 ml) at 0° C. and the mixture was stirred at RT for 20 h. The reaction mixture was then quenched with a mixture of H2O-THF (1:10, 4 ml), stirred for 15 min and filtered through celite. The filtrate was concentrated under reduced pressure and the crude product thus obtained was used in the next step without further purification. Yield: 63.0%. Product: OC1=C(C=C(CNC(=O)C2=C3C[C@@H]4[C@H](C3=C(S2)C)C4(C)C)C=C1)Cl ((1aS,5aR)-1,1,2-trimethyl-1,1a,5,5a-tetrahydro-3-thia-cyclopropa[a]pentalene-4-carboxylic acid 4-hydroxy-3-chloro-benzylamide). Procedure: A solution of (1aS,5aR)-1,1,2-trimethyl-1,1a,5,5a-tetrahydro-3-thia-cyclopropa[a]pentalene-4-carboxylic acid (111 mg, 0.50 mmol), TBTU (177 mg, 0.55 mmol) and ethyl-diisopropylamine (282 μL, 1.65 mmol) in DMF (15 mL) is allowed to stand at rt for 20 min. A solution of 4-aminomethyl-2-chloro-phenol hydrochloride (104 mg, 0.55 mmol) and ethyl-diisopropylamine (94 μL, 0.55 mmol) in DMF (1.5 mL) is added and the mixture is allowed to stand at rt for 3 h. After the addition of formic acid (0.2 mL), t... As a reaction SMILES: [CH3:1][C:2]1([CH3:15])[C@@H:4]2[CH2:5][C:6]3[C:10]([C@H:3]12)=[C:9]([CH3:11])[S:8][C:7]=3[C:12]([OH:14])=O.CN(C(ON1N=NC2C=CC=CC1=2)=[N+](C)C)C.[B-](F)(F)(F)F.C(N(C(C)C)C(C)C)C.Cl.[NH2:48][CH2:49][C:50]1[CH:55]=[CH:54][C:53]([OH:56])=[C:52]([Cl:57])[CH:51]=1>CN(C=O)C.C(O)=O>[OH:56][C:53]1[CH:54]=[CH:55][C:50]([CH2:49][NH:48][C:12]([C:7]2[S:8][C:9]([CH3:11])=[C:10]3[C:6]=2[CH2:5][C@H:4]2[C:2]([CH3:1])([CH3:15])[C@H:3]23)=[O:14])=[CH:51][C:52]=1[Cl:57] |f:1.2,4.5|. Reaction conditions: time 20 minute. The reactants are CC1([C@@H]2[C@H]1CC1=C(SC(=C21)C)C(=O)O)C ((1aS,5aR)-1,1,2-trimethyl-1,1a,5,5a-tetrahydro-3-thia-cyclopropa[a]pentalene-4-carboxylic acid), CN(C)C(=[N+](C)C)ON1C2=C(C=CC=C2)N=N1.[B-](F)(F)(F)F (TBTU), C(C)N(C(C)C)C(C)C (ethyl-diisopropylamine), Cl.NCC1=CC(=C(C=C1)O)Cl (4-aminomethyl-2-chloro-phenol hydrochloride), C(C)N(C(C)C)C(C)C (ethyl-diisopropylamine). The solvent is CN(C)C=O (DMF), C(=O)O (formic acid), CN(C)C=O (DMF). Starting materials: Br[C@@H]1C(OC2=C([C@H]1O)C=C(C=C2)C#N)(C)C ((±)-trans-3-bromo-6-cyano-3,4-dihydro-2,2-dimethyl-4-hydroxy-2H-1-benzopyran), C(CCl)Cl (ethylene chloride), C(C)(=O)SC[C@@H](C(=O)Cl)C ((S)-(-)-3-acetylthio-2-methylpropionyl chloride). Solvent: N1=CC=CC=C1 (pyridine). Reaction conditions: time 1.5 hour. Product: Br[C@@H]1C(OC2=C([C@H]1OC([C@@H](CSC(C)=O)C)=O)C=C(C=C2)C#N)(C)C ((±)-trans-3-bromo-6-cyano-3,4-dihydro-2,2-dimethyl-4-[(S)-(-)-3-acetylthio-2-methylpropionyloxy]-2H-1-benzopyran). Yield: 98.4%. As a reaction SMILES: [Br:1][C@H:2]1[C@H:7]([OH:8])[C:6]2[CH:9]=[C:10]([C:13]#[N:14])[CH:11]=[CH:12][C:5]=2[O:4][C:3]1([CH3:16])[CH3:15].C(Cl)CCl.[C:21]([S:24][CH2:25][C@H:26]([CH3:30])[C:27](Cl)=[O:28])(=[O:23])[CH3:22]>N1C=CC=CC=1>[Br:1][C@H:2]1[C@H:7]([O:8][C:27](=[O:28])[C@H:26]([CH3:30])[CH2:25][S:24][C:21](=[O:23])[CH3:22])[C:6]2[CH:9]=[C:10]([C:13]#[N:14])[CH:11]=[CH:12][C:5]=2[O:4][C:3]1([CH3:16])[CH3:15]. Procedure details: To a mixture of 94 g of (±)-trans-3-bromo-6-cyano-3,4-dihydro-2,2-dimethyl-4-hydroxy-2H-1-benzopyran, 800 ml of ethylene chloride and 32.4 ml of pyridine was added 66 g of (S)-(-)-3-acetylthio-2-methylpropionyl chloride under ice-cooling over 5 minutes and stirred for 1.5 hours under room temperature. The reaction mixture was washed with diluted hydrochloric acid once and 10% aqueous sodium chloride solution twice. The organic layer was separated, dried over magnesium sulfate and concentrated un... Starting materials: CCCCNC(=O)NS(=O)(=O)c1cc(C(F)(F)F)ccc1S(=O)(=O)N(C)C, C1CN2CCN1CC2, O=C(Cl)Cl. The product is CN(C)S(=O)(=O)c1ccc(C(F)(F)F)cc1S(=O)(=O)N=C=O. As a reaction SMILES: [CH2:1]([NH:2][C:6](=[O:7])[NH:8][S:9](=[O:10])(=[O:11])[c:12]1[c:13]([S:22](=[O:23])(=[O:24])[N:25]([CH3:26])[CH3:27])[cH:14][cH:15][c:16]([C:18]([F:19])([F:20])[F:21])[cH:17]1)[CH2:3][CH2:4][CH3:5].[CH2:28]1[N:29]2[CH2:30][CH2:31][N:32]([CH2:33][CH2:34]2)[CH2:35]1.[Cl:36][C:37](=[O:38])[Cl:39]>>[C:6](=[O:7])=[N:8][S:9](=[O:10])(=[O:11])[c:12]1[c:13]([S:22](=[O:23])(=[O:24])[N:25]([CH3:26])[CH3:27])[cH:14][cH:15][c:16]([C:18]([F:19])([F:20])[F:21])[cH:17]1.